From a dataset of the Open Reaction Database (ORD), a public repository of structured organic reaction records. describe an organic reaction: reactants, conditions, products, and yield Starting materials: 5-L, C(CCCCC)[Li] (hexyllithium), C(CCCCC)[Li] (hexyllithium), [OH-].[Na+] (NaOH), N1CCNCCC1 (homopiperazine), FC1=CC=C(OC2=NC=C(C(=O)OCC)C=C2)C=C1 (ethyl 6-(4-fluorophenoxy)nicotinate), ester. The solvent is CCCCCCC (heptane), C1CCOC1 (THF), C1CCOC1 (THF). Conditions: temperature 0 celsius. Yields the product N1(CCNCCC1)C(=O)C=1C=NC(=CC1)OC1=CC=C(C=C1)F ([1,4]Diazepan-1-yl-[6-(4-fluoro-phenoxy)-pyridin-3-yl]-methanone). Isolated yield 55.7%. RXN SMILES: [NH:1]1[CH2:7][CH2:6][CH2:5][NH:4][CH2:3][CH2:2]1.[F:8][C:9]1[CH:26]=[CH:25][C:12]([O:13][C:14]2[CH:24]=[CH:23][C:17]([C:18](OCC)=[O:19])=[CH:16][N:15]=2)=[CH:11][CH:10]=1.C([Li])CCCCC.[OH-].[Na+]>C1COCC1.CCCCCCC>[N:1]1([C:18]([C:17]2[CH:16]=[N:15][C:14]([O:13][C:12]3[CH:25]=[CH:26][C:9]([F:8])=[CH:10][CH:11]=3)=[CH:24][CH:23]=2)=[O:19])[CH2:7][CH2:6][CH2:5][NH:4][CH2:3][CH2:2]1 |f:3.4|. Procedure details: A 5-L, 4-necked round-bottomed flask fitted with an external cooling bath, overhead stirrer, thermometer, addition funnel, under a nitrogen atmosphere was charged with THF (2 L), a solution of homopiperazine (234.4 g, 2.34 mol) in THF (20 mL), and ethyl 6-(4-fluorophenoxy)nicotinate (dry; 251.34 g, 0.962 mol). The mixture was stirred to dissolve the solids, leaving a slightly cloudy solution. The mixture was cooled to ca. 0° C. and treated with hexyllithium (440.41 g, 1.43 mol) via an addition f... The reactants are CC(C)(C)[Si](C)(C)Cl, CN(C)C=O, OCCOc1ccc(O)cc1, c1c[nH]cn1. The product is CC(C)(C)[Si](C)(C)OCCOc1ccc(O)cc1. As a reaction SMILES: [C:17]([CH3:18])([CH3:19])([CH3:20])[Si:21]([Cl:22])([CH3:23])[CH3:24].[CH3:25][N:26]([CH3:27])[CH:28]=[O:29].[OH:1][CH2:2][CH2:3][O:4][c:5]1[cH:6][cH:7][c:8]([OH:11])[cH:9][cH:10]1.[nH:12]1[cH:13][cH:14][n:15][cH:16]1>>[O:1]([CH2:2][CH2:3][O:4][c:5]1[cH:6][cH:7][c:8]([OH:11])[cH:9][cH:10]1)[Si:21]([C:17]([CH3:18])([CH3:19])[CH3:20])([CH3:23])[CH3:24]. Starting materials: CC12C=CC(=O)C=C1C(OS(C)(=O)=O)C(OS(C)(=O)=O)C1C2CCC2(C)C(=O)CCC12, CN(C)C=O, [N-]=[N+]=[N-], [Na+]. Product: CC12C=CC(=O)C=C1C(N=[N+]=[N-])=CC1C2CCC2(C)C(=O)CCC12. Reaction SMILES: [CH3:1][S:2]([O:3][CH:6]1[CH:7]([O:4][S:5]([CH3:27])(=[O:28])=[O:29])[CH:8]2[CH:9]3[CH2:10][CH2:11][C:12](=[O:26])[C:13]3([CH3:14])[CH2:15][CH2:16][CH:17]2[C:18]2([CH3:25])[CH:19]=[CH:20][C:21](=[O:24])[CH:22]=[C:23]12)(=[O:30])=[O:31].[CH3:36][N:37]([CH3:38])[CH:39]=[O:40].[N-:33]=[N+:34]=[N-:35].[Na+:32]>>[C:6]1([N:33]=[N+:34]=[N-:35])=[CH:7][CH:8]2[CH:9]3[CH2:10][CH2:11][C:12](=[O:26])[C:13]3([CH3:14])[CH2:15][CH2:16][CH:17]2[C:18]2([CH3:25])[CH:19]=[CH:20][C:21](=[O:24])[CH:22]=[C:23]12. The reactants are ClC=1C=C2CC(NC2=CC1)=O (5-chloro-oxindole), ClC=1C=C2CC(NC2=CC1)=O (5-chloro-oxindole), C(C)O (ethanol). The reagents and catalysts are [Ni] (Raney-nickel). Product: ClC=1C=C2C(C(NC2=CC1)=O)CC (5-Chloro-3-ethyl-1,3-dihydro-2H-indol-2-one). Reaction SMILES: [Cl:1][C:2]1[CH:3]=[C:4]2[C:8](=[CH:9][CH:10]=1)[NH:7][C:6](=[O:11])[CH2:5]2.[CH2:12](O)[CH3:13]>[Ni]>[Cl:1][C:2]1[CH:3]=[C:4]2[C:8](=[CH:9][CH:10]=1)[NH:7][C:6](=[O:11])[CH:5]2[CH2:12][CH3:13]. Procedure: The title compound is prepared from 5-chloro-oxindole according to methods known from the literature [B. Volk, T. Mezei, Gy. Simig Synthesis 2002, 595]. 1.68 g (0.01 mole) of 5-chloro-oxindole is dissolved in 20 ml of ethanol and 1.0 g of Raney-nickel is added to the solution. The mixture is allowed to react in an autoclave at 110° C. for 36 hours. The catalyst is then filtered off, the solvent is evaporated, and the residue is recrystallized from a mixture of hexane and ethyl acetate. Starting materials: C1CCOC1, CP(C)C, ClCCl, COc1ccc(CNc2ncnc3c2ccn3C2CC(CN=[N+]=[N-])C3OC(C)(C)OC32)c(OC)c1, O. Yields the product COc1ccc(CNc2ncnc3c2ccn3C2CC(CN)C3OC(C)(C)OC32)c(OC)c1. RXN SMILES: [CH2:36]1[O:37][CH2:38][CH2:39][CH2:40]1.[CH3:41][P:42]([CH3:43])[CH3:44].[Cl:46][CH2:47][Cl:48].[N:1](=[N+:2]=[N-:3])[CH2:4][CH:5]1[CH2:6][CH:7]([n:15]2[cH:16][cH:17][c:18]3[c:19]2[n:20][cH:21][n:22][c:23]3[NH:24][CH2:25][c:26]2[c:27]([O:34][CH3:35])[cH:28][c:29]([O:32][CH3:33])[cH:30][cH:31]2)[CH:8]2[CH:9]1[O:10][C:11]([CH3:13])([CH3:14])[O:12]2.[OH2:45]>>[NH2:1][CH2:4][CH:5]1[CH2:6][CH:7]([n:15]2[cH:16][cH:17][c:18]3[c:19]2[n:20][cH:21][n:22][c:23]3[NH:24][CH2:25][c:26]2[c:27]([O:34][CH3:35])[cH:28][c:29]([O:32][CH3:33])[cH:30][cH:31]2)[CH:8]2[CH:9]1[O:10][C:11]([CH3:13])([CH3:14])[O:12]2.